This data is from the Open Reaction Database (ORD), a public repository of structured organic reaction records. The task is: describe an organic reaction: reactants, conditions, products, and yield Starting materials: OCCOc1c(Cl)cc(Cl)cc1Cl, O=S(Cl)Cl. The product is ClCCOc1c(Cl)cc(Cl)cc1Cl. As a reaction SMILES: [Cl:1][c:2]1[c:3]([O:4][CH2:5][CH2:6][OH:7])[c:8]([Cl:13])[cH:9][c:10]([Cl:12])[cH:11]1.[S:14]([Cl:15])([Cl:16])=[O:17]>>[Cl:1][c:2]1[c:3]([O:4][CH2:5][CH2:6][Cl:16])[c:8]([Cl:13])[cH:9][c:10]([Cl:12])[cH:11]1. Reactants: C(C=C)OC1CCC2(C(COC3=C(C=CC(=C23)F)F)C1)S(=O)(=O)C1=CC=C(C=C1)Cl (8-allyloxy-10a-(4-chloro-benzenesulfonyl)-1,4-difluoro-6a,7,8,9,10,10a-hexahydro-6H-benzo[c]chromene), O=[O+][O-] (O3), [BH4-].[Na+] (NaBH4). Run in CO.C(Cl)Cl (MeOH CH2Cl2). Yields the product ClC1=CC=C(C=C1)S(=O)(=O)C12C(COC3=C(C=CC(=C13)F)F)CC(CC2)OCCO (2-[10a-(4-Chloro-benzenesulfonyl)-1,4-difluoro-6a,7,8,9,10,10a-hexahydro-6H-benzo[c]chromen-8-yloxy]-ethanol). The yield is 93.0%. RXN SMILES: [CH2:1]([O:4][CH:5]1[CH2:20][CH:9]2[CH2:10][O:11][C:12]3[C:17]([C:8]2([S:21]([C:24]2[CH:29]=[CH:28][C:27]([Cl:30])=[CH:26][CH:25]=2)(=[O:23])=[O:22])[CH2:7][CH2:6]1)=[C:16]([F:18])[CH:15]=[CH:14][C:13]=3[F:19])[CH:2]=C.[O:31]=[O+][O-].[BH4-].[Na+]>CO.C(Cl)Cl>[Cl:30][C:27]1[CH:26]=[CH:25][C:24]([S:21]([C:8]23[CH2:7][CH2:6][CH:5]([O:4][CH2:1][CH2:2][OH:31])[CH2:20][CH:9]2[CH2:10][O:11][C:12]2[C:17]3=[C:16]([F:18])[CH:15]=[CH:14][C:13]=2[F:19])(=[O:23])=[O:22])=[CH:29][CH:28]=1 |f:2.3,4.5|. Procedure: A solution of 8-allyloxy-10a-(4-chloro-benzenesulfonyl)-1,4-difluoro-6a,7,8,9,10,10a-hexahydro-6H-benzo[c]chromene (1.55 g, 3.41 mmol) in 1:1 MeOH/CH2Cl2 (30 mL) at −78° C. was purged with O3 until a blue color persisted. The reaction mixture was then purged with nitrogen until the blue color dissipated, NaBH4 (0.39 g, 10.2 mmol) was added and the reaction mixture was warmed slowly to ambient temperature, After 18 h, the reaction mixture was quenched with saturated aqueous NH4Cl and concentrated... Reactants: [C-]#N.[K+] (potassium cyanide), cuprous cyanide, diazonium, C([O-])([O-])=O.[Na+].[Na+] (sodium carbonate), N(=O)[O-].[Na+] (sodium nitrite), NC1=CC=C(C=C1)C=1C(NC(NN1)=O)C (6-(4-aminophenyl)-5-methyl-4,5-dihydro-1,2,4-triazin-3(2H)-one), Cl (hydrochloric acid). Solvent: O (water), O (water), O (water), O (water). Reaction conditions: time 1 hour. Yields the product C(#N)C1=CC=C(C=C1)C=1C(NC(NN1)=O)C (6-(4-cyanophenyl)-5-methyl-4,5-dihydro-1,2,4-triazin-3(2H)-one). The yield is 45.8%. As a reaction SMILES: N([O-])=O.[Na+].N[C:6]1[CH:11]=[CH:10][C:9]([C:12]2[CH:13]([CH3:19])[NH:14][C:15](=[O:18])[NH:16][N:17]=2)=[CH:8][CH:7]=1.Cl.C(=O)([O-])[O-].[Na+].[Na+].[C-:27]#[N:28].[K+]>O>[C:27]([C:6]1[CH:11]=[CH:10][C:9]([C:12]2[CH:13]([CH3:19])[NH:14][C:15](=[O:18])[NH:16][N:17]=2)=[CH:8][CH:7]=1)#[N:28] |f:0.1,4.5.6,7.8|. Reported procedure: A solution of sodium nitrite (1.14 g) in water (3 ml) was added dropwise to a solution of 6-(4-aminophenyl)-5-methyl-4,5-dihydro-1,2,4-triazin-3(2H)-one (3.06 g) in a mixture of water (12 ml) and conc. hydrochloric acid (4.5 ml) over a period of 30 minutes under ice cooling. The resultant diazonium solution was cautiously neutralized with a saturated solution of sodium carbonate in water and then a cold mixture of potassium cyanide (1.88 g) and cuprous cyanide (1.17 g) in water (12 ml) was added... The reactants are CC1=C(C(=O)C(C(=O)OCC)C(=O)OCC)C(=CC(=C1F)F)F (diethyl 2-methyl-3,4,6-trifluorobenzoylmalonate), C1(=CC=C(C=C1)S(=O)(=O)O)C (p-toluenesulfonic acid). The solvent is O (water). Yields the product CC1=C(C(=O)CC(=O)OCC)C(=CC(=C1F)F)F (ethyl 2-methyl-3,4,6-trifluorobenzoylacetate). Isolated yield 82.6%. RXN SMILES: [CH3:1][C:2]1[C:20]([F:21])=[C:19]([F:22])[CH:18]=[C:17]([F:23])[C:3]=1[C:4]([CH:6](C(OCC)=O)[C:7]([O:9][CH2:10][CH3:11])=[O:8])=[O:5].C1(C)C=CC(S(O)(=O)=O)=CC=1>O>[CH3:1][C:2]1[C:20]([F:21])=[C:19]([F:22])[CH:18]=[C:17]([F:23])[C:3]=1[C:4]([CH2:6][C:7]([O:9][CH2:10][CH3:11])=[O:8])=[O:5]. Procedure details: To diethyl 2-methyl-3,4,6-trifluorobenzoylmalonate (5.1 g) are added water (20 ml) and p-toluenesulfonic acid (30 mg) and the mixture is refluxed for 2.5 hours. After cooling, the resultant is extracted with diethyl ether, and the extract is dried over magnesium sulfate and concentrated to give ethyl 2-methyl-3,4,6-trifluorobenzoylacetate (3.3 g). Reactants: ClC1=NC=C(C=C1)CSC1CCCC1 (2-chloro-5-cyclopentylthiomethyl-pyridine), 2-chloro-5-cyclopentyl-thiomethyl-pyridine, [Cu]C#N (copper(I) cyanide), [NH4+].[OH-] (NH4OH), CCCCCC.CCOC(=O)C (hexane EtOAc), [Cu]C#N (copper(I) cyanide), 2-chloro-5-cyclopentylthiolmethyl-pyridine, [Cu]C#N (copper(I) cyanide). Run in CN(C)C=O (DMF), CN(C)C=O (DMF), CN(C)C=O (DMF). Product: C1(CCCC1)SCC=1C=CC(=NC1)C#N (5-Cyclopentylthiomethyl-pyridine-2-carbonitrile). Yield: 208.2%. RXN SMILES: Cl[C:2]1[CH:7]=[CH:6][C:5]([CH2:8][S:9][CH:10]2[CH2:14][CH2:13][CH2:12][CH2:11]2)=[CH:4][N:3]=1.[Cu][C:16]#[N:17].[NH4+].[OH-].CCCCCC.CCOC(C)=O>CN(C=O)C>[CH:10]1([S:9][CH2:8][C:5]2[CH:6]=[CH:7][C:2]([C:16]#[N:17])=[N:3][CH:4]=2)[CH2:14][CH2:13][CH2:12][CH2:11]1 |f:2.3,4.5|. Procedure details: Set up reaction in 3 separate flasks. To flask number 1 slurry 2-chloro-5-cyclopentylthiomethyl-pyridine (1 g, 4.4 mmol) and copper(I) cyanide (0.78 g, 8.7 mmol) in DMF (5 mL). To flask number 2 slurry 2-chloro-5-cyclopentylthiolmethyl-pyridine (1 g, 4.4 mmol) and copper(I) cyanide (0.78 g, 8.7 mmol) in DMF (5 mL). To flask number 3 slurry 2-chloro-5-cyclopentyl-thiomethyl-pyridine (2 g, 8.8 mmol) and copper(I) cyanide (1.6 g, 17.6 mmol) in DMF (10 mL). Stir each reaction in a sealed flask at 17... The reactants are C(C)(C)(C)OC(N[C@@H]1CC[C@H](CC1)CCBr)=O (Trans-tert-butyl-4-(2-bromoethyl)cyclohexylcarbamate), C([O-])([O-])=O.[Cs+].[Cs+] (cesium carbonate), [I-].[Na+] (sodium iodide), S1C(=NC2=C1C[C@H](CC2)N)N ((6S)-4,5,6,7-Tetrahydro-1,3-benzothiazol-2,6-diamine). Solvent: C(C)#N (acetonitrile). Yields the product C(C)(C)(C)OC(N[C@@H]1CC[C@H](CC1)CCN[C@@H]1CC2=C(N=C(S2)N)CC1)=O (Trans-tert-butyl-4-(2-((S)-2-amino-4,5,6,7-tetrahydrobenzo[d]thiazol-6-ylamino)ethyl)cyclohexylcarbamate). Yield: 67.6%. Reaction SMILES: [C:1]([O:5][C:6](=[O:17])[NH:7][C@H:8]1[CH2:13][CH2:12][C@H:11]([CH2:14][CH2:15]Br)[CH2:10][CH2:9]1)([CH3:4])([CH3:3])[CH3:2].C(=O)([O-])[O-].[Cs+].[Cs+].[I-].[Na+].[S:26]1[C:30]2[CH2:31][C@@H:32]([NH2:35])[CH2:33][CH2:34][C:29]=2[N:28]=[C:27]1[NH2:36]>C(#N)C>[C:1]([O:5][C:6](=[O:17])[NH:7][C@H:8]1[CH2:13][CH2:12][C@H:11]([CH2:14][CH2:15][NH:35][C@H:32]2[CH2:33][CH2:34][C:29]3[N:28]=[C:27]([NH2:36])[S:26][C:30]=3[CH2:31]2)[CH2:10][CH2:9]1)([CH3:4])([CH3:3])[CH3:2] |f:1.2.3,4.5|. Reported procedure: Bromide 17 (1.1 g, 3.6 mmol), cesium carbonate (1.47 g, 4.5 mmol), and sodium iodide (0.68 g, 4.5 mmol) were added to a solution of compound 19 (0.63 g, 3.0 mmol) in acetonitrile (40 mL). After refluxing for 48 hours, the mixture was evaporated in vacuo. The residue was partitioned between ethyl acetate and water. The organic layer was separated and washed with brine, and dried over anhydrous sodium sulfate (Na2SO4). Flash column chromatography (MeOH/EtOAc, 1:6) gave compound 20 as a colorless o... Reactants: CN(S(=O)(=O)N1C=NC(=C1C)CN(C(C(F)(F)F)=O)CCC=1N(C2=C(C=CC=C2C1)F)C)C (N-[[1-[(dimethylamino)sulphonyl]-5-methyl-1H-imidazol -4-yl]methyl]-2,2,2-trifluoro-N-[2-(7-fluoro-1-methyl-1H-indol-2-yl)-ethyl]acetamide), C([O-])([O-])=O.[K+].[K+] (potassium carbonate). Run in C(C)(=O)OCC (ethyl acetate), CO (methanol). Yields the product FC=1C=CC=C2C=C(N(C12)C)CCNCC=1N=CN(C1C)S(=O)(=O)N(C)C (4-[[[2-(7-Fluoro-1-methyl-1H-indol-2-yl)ethyl]amino]methyl]-N,N,5-trimethyl -1H-imidazole-1-sulphonamide). Isolated yield 59.5%. Reaction SMILES: [CH3:1][N:2]([CH3:33])[S:3]([N:6]1[C:10]([CH3:11])=[C:9]([CH2:12][N:13]([CH2:20][CH2:21][C:22]2[N:23]([CH3:32])[C:24]3[C:29]([CH:30]=2)=[CH:28][CH:27]=[CH:26][C:25]=3[F:31])C(=O)C(F)(F)F)[N:8]=[CH:7]1)(=[O:5])=[O:4].C(=O)([O-])[O-].[K+].[K+]>CO.C(OCC)(=O)C>[F:31][C:25]1[CH:26]=[CH:27][CH:28]=[C:29]2[C:24]=1[N:23]([CH3:32])[C:22]([CH2:21][CH2:20][NH:13][CH2:12][C:9]1[N:8]=[CH:7][N:6]([S:3]([N:2]([CH3:33])[CH3:1])(=[O:4])=[O:5])[C:10]=1[CH3:11])=[CH:30]2 |f:1.2.3|. Reported procedure: To a solution of N-[[1-[(dimethylamino)sulphonyl]-5-methyl-1H-imidazol -4-yl]methyl]-2,2,2-trifluoro-N-[2-(7-fluoro-1-methyl-1H-indol-2-yl)-ethyl]acetamide (230 mg) in methanol (10 ml) was added potassium carbonate (350 mg), and the mixture was heated at reflux for 2 h. The mixture was then diluted with ethyl acetate (100 ml), washed with 8% sodium bicarbonate solution (100 ml), dried, and evaporated in vacuo to leave an oil. This was purified by FCC eluting with System A (200:8:1) to give the t... The reactants are BrCCCC(C#N)(C(C)C)C1=CC(=C(C=C1)OC)OC (5-Bromo-2-(3,4-dimethoxyphenyl)-2-isopropylpentanenitrile), CNCCC=1C=C(C(=O)OC)C=CC1 (Methyl 3-(2-(methylamino)ethyl)benzoate). The product is C(#N)C(CCCN(CCC=1C=C(C(=O)OC)C=CC1)C)(C(C)C)C1=CC(=C(C=C1)OC)OC (Methyl 3-(2-((4-cyano-4-(3,4-dimethoxyphenyl)-5-methylhexyl)(methyl)amino)ethyl)benzoate). As a reaction SMILES: Br[CH2:2][CH2:3][CH2:4][C:5]([C:11]1[CH:16]=[CH:15][C:14]([O:17][CH3:18])=[C:13]([O:19][CH3:20])[CH:12]=1)([CH:8]([CH3:10])[CH3:9])[C:6]#[N:7].[CH3:21][NH:22][CH2:23][CH2:24][C:25]1[CH:26]=[C:27]([CH:32]=[CH:33][CH:34]=1)[C:28]([O:30][CH3:31])=[O:29]>>[C:6]([C:5]([C:11]1[CH:16]=[CH:15][C:14]([O:17][CH3:18])=[C:13]([O:19][CH3:20])[CH:12]=1)([CH:8]([CH3:10])[CH3:9])[CH2:4][CH2:3][CH2:2][N:22]([CH3:21])[CH2:23][CH2:24][C:25]1[CH:26]=[C:27]([CH:32]=[CH:33][CH:34]=1)[C:28]([O:30][CH3:31])=[O:29])#[N:7]. Procedure: Reaction of 1f with 2d produced 3o. MS found M+H=453. The oxalate salt of 3o was recrystallized from ethyl acetate; mp 135-136° C.